This data is from the Open Reaction Database (ORD), a public repository of structured organic reaction records. The task is: describe an organic reaction: reactants, conditions, products, and yield The reactants are CC(=O)OCCl, CCOCC, CN(C)C(=O)Oc1cccnc1. The product is CC(=O)OC[n+]1cccc(OC(=O)N(C)C)c1, [Cl-]. Reaction SMILES: [C:13]([CH3:14])(=[O:15])[O:16][CH2:17][Cl:18].[CH2:19]([O:20][CH2:21][CH3:22])[CH3:23].[CH3:1][N:2]([C:3](=[O:4])[O:5][c:6]1[cH:7][n:8][cH:9][cH:10][cH:11]1)[CH3:12]>>[CH3:1][N:2]([C:3](=[O:4])[O:5][c:6]1[cH:7][n+:8]([CH2:17][O:16][C:13]([CH3:14])=[O:15])[cH:9][cH:10][cH:11]1)[CH3:12].[Cl-:18]. Product: C1(=CCCCC1)C1=CC=C(C=C1)C(C1=CC=C(C=C1)C(CC=1N=NNN1)OC(C)=O)NC(=O)NC1=CC(=CC(=C1)Cl)Cl (Acetic Acid 1-{4-[1-(4-cyclohex-1-enylphenyl)-3-(3,5-dichlorophenyl)ureidomethyl]-phenyl}-2-(2H-tetrazol-5-yl)ethyl Ester). As a reaction SMILES: C1(C2C=CC([N:13]([CH2:25][C:26]3[CH:31]=[CH:30][C:29]([CH:32]([OH:39])[CH2:33][C:34]4[N:35]=[N:36][NH:37][N:38]=4)=[CH:28][CH:27]=3)[C:14]([NH:16][C:17]3[CH:22]=[C:21]([Cl:23])[CH:20]=[C:19]([Cl:24])[CH:18]=3)=[O:15])=CC=2)CCCCC=1.C(O[C:44](=[O:46])[CH3:45])(=O)C.[CH2:47](O)[CH3:48]>C(Cl)Cl>[C:17]1([C:48]2[CH:47]=[CH:28][C:27]([CH:25]([NH:13][C:14]([NH:16][C:17]3[CH:18]=[C:19]([Cl:24])[CH:20]=[C:21]([Cl:23])[CH:22]=3)=[O:15])[C:26]3[CH:31]=[CH:30][C:29]([CH:32]([O:39][C:44](=[O:46])[CH3:45])[CH2:33][C:34]4[N:35]=[N:36][NH:37][N:38]=4)=[CH:28][CH:27]=3)=[CH:26][CH:25]=2)[CH2:22][CH2:21][CH2:20][CH2:19][CH:18]=1. The reactants are C(C)(=O)OC(C)=O (acetic acid anhydride), C1(=CCCCC1)C1=CC=C(C=C1)N(C(=O)NC1=CC(=CC(=C1)Cl)Cl)CC1=CC=C(C=C1)C(CC=1N=NNN1)O (1-(4-Cyclohex-1-enylphenyl)-3-(3,5-dichlorophenyl)-1-{4-[1-hydroxy-2-(2H-tetrazol-5-yl)ethyl]benzyl}urea), C(C)O (ethanol). Run in C(Cl)Cl (DCM). Reported procedure: 1-(4-Cyclohex-1-enylphenyl)-3-(3,5-dichlorophenyl)-1-{4-[1-hydroxy-2-(2H-tetrazol-5-yl)ethyl]benzyl}urea (30 mg, 0.05 mmol) was dissolved in DCM (1.5 ml) and acetic acid anhydride (15 μl) was added. The mixture was stirred at room temperature overnight, and then taken to dryness. The residual oil was dissolved in ethanol (2 ml), and heated to reflux for 0.5 min. Then cooled and evaporated to dryness. The residue was stripped twice from acetonitrile to give a quantitative yield of the title compo... Reaction conditions: time 8 hour. Starting materials: C(#N)C1=C(C=CC=C1)B(O)O (2-cyano-phenylboronic acid), C(C)(=O)O[C@H]1[C@H](OC=2C=NC=C(C2)Br)SC[C@H]([C@@H]1OC(C)=O)OC(C)=O (5-bromo-3-pyridinyl 2,3,4-tri-O-acetyl-5-thio-β-D-xylo-pyranoside). Product: O([C@H]1[C@H](O)[C@@H](O)[C@H](O)CS1)C=1C=NC=C(C1)C1=C(C=CC=C1)C#N (5-(2-cyanophenyl)-3-pyridinyl 5-thio-β-D-xylopyranoside), solid. The yield is 67.0%. As a reaction SMILES: [C:1]([C:3]1[CH:8]=[CH:7][CH:6]=[CH:5][C:4]=1B(O)O)#[N:2].C([O:15][C@@H:16]1[C@@H:29]([O:30]C(=O)C)[C@H:28]([O:34]C(=O)C)[CH2:27][S:26][C@H:17]1[O:18][C:19]1[CH:20]=[N:21][CH:22]=[C:23](Br)[CH:24]=1)(=O)C>>[O:18]([C:19]1[CH:20]=[N:21][CH:22]=[C:23]([C:4]2[CH:5]=[CH:6][CH:7]=[CH:8][C:3]=2[C:1]#[N:2])[CH:24]=1)[C@@H:17]1[S:26][CH2:27][C@@H:28]([OH:34])[C@H:29]([OH:30])[C@H:16]1[OH:15]. Reported procedure: By following a procedure analogous to Example 122 starting from 2-cyano-phenylboronic acid and 5-bromo-3-pyridinyl 2,3,4-tri-O-acetyl-5-thio-β-D-xylo-pyranoside, 5-(2-cyanophenyl)-3-pyridinyl 5-thio-β-D-xylopyranoside is obtained in the form of a white solid (yield=67%). Reactants: C1(CCCCC1)P(C1=C(C=CC=C1)C1=C(C(=CC=C1OC)S(=O)(=O)[O-])OC)C1CCCCC1.[Na+] (Sodium 2′-(dicyclohexylphosphino)-2,6-dimethoxybiphenyl-3-sulfonate), C(=O)([O-])[O-].[Cs+].[Cs+] (Cs2CO3), B(O)(O)C=1C=C(C(=O)O)C=CC1 (3-boronobenzoic acid), BrC1=CC=C2C(=N1)C(=C(O2)C2=CC=C(C=C2)F)C(=O)NC (5-bromo-2-(4-fluorophenyl)-N-methylfuro[3,2-b]pyridine-3-carboxamide). Solvent: CN(C)C=O (DMF), O (Water). Run at temperature 60 celsius, time 1 hour. Product: FC1=CC=C(C=C1)C1=C(C2=NC(=CC=C2O1)C=1C=C(C(=O)O)C=CC1)C(NC)=O (3-(2-(4-fluorophenyl)-3-(methylcarbamoyl)furo[3,2-b]pyridin-5-yl)benzoic acid). As a reaction SMILES: C1(P(C2CCCCC2)C2C=CC=CC=2C2C(OC)=CC=C(S([O-])(=O)=O)C=2OC)CCCCC1.[Na+].C([O-])([O-])=O.[Cs+].[Cs+].B([C:44]1[CH:45]=[C:46]([CH:50]=[CH:51][CH:52]=1)[C:47]([OH:49])=[O:48])(O)O.Br[C:54]1[N:59]=[C:58]2[C:60]([C:70]([NH:72][CH3:73])=[O:71])=[C:61]([C:63]3[CH:68]=[CH:67][C:66]([F:69])=[CH:65][CH:64]=3)[O:62][C:57]2=[CH:56][CH:55]=1>CN(C=O)C.O>[F:69][C:66]1[CH:65]=[CH:64][C:63]([C:61]2[O:62][C:57]3[C:58](=[N:59][C:54]([C:44]4[CH:45]=[C:46]([CH:50]=[CH:51][CH:52]=4)[C:47]([OH:49])=[O:48])=[CH:55][CH:56]=3)[C:60]=2[C:70](=[O:71])[NH:72][CH3:73])=[CH:68][CH:67]=1 |f:0.1,2.3.4|. Procedure details: Sodium 2′-(dicyclohexylphosphino)-2,6-dimethoxybiphenyl-3-sulfonate (8.8 mg, 0.017 mmol), PdOAc2 (1.9 mg, 8.6 μmol), Cs2CO3 (84 mg, 0.26 mmol), 3-boronobenzoic acid (21 mg, 0.13 mmol) was added to a stirring solution of 5-bromo-2-(4-fluorophenyl)-N-methylfuro[3,2-b]pyridine-3-carboxamide (30 mg, 0.086 mmol) in DMF (1.6 mL) and Water (160 μL). It was degassed and heated to 60° C. and allowed to stir for 1 hour. The mixture was diluted with ethyl acetate and washed with 1M HCl, and sat NaCl. The o...